The task is: describe an organic reaction: reactants, conditions, products, and yield. This data is from the Open Reaction Database (ORD), a public repository of structured organic reaction records. Reactants: C[Si](C)(C)C#N, CC(=O)O, Nc1ccc(I)cc1, [NH4+], O=C1CCCCC1, [OH-]. Product: N#CC1(Nc2ccc(I)cc2)CCCCC1. As a reaction SMILES: [CH3:16][Si:17]([CH3:18])([CH3:19])[C:20]#[N:21].[CH3:24][C:25](=[O:26])[OH:27].[I:1][c:2]1[cH:3][cH:4][c:5]([NH2:6])[cH:7][cH:8]1.[NH4+:22].[O:9]=[C:10]1[CH2:11][CH2:12][CH2:13][CH2:14][CH2:15]1.[OH-:23]>>[I:1][c:2]1[cH:3][cH:4][c:5]([NH:6][C:10]2([C:20]#[N:21])[CH2:11][CH2:12][CH2:13][CH2:14][CH2:15]2)[cH:7][cH:8]1. The solvent is C(C)OCC (diethyl ether), C1CCOC1 (THF), C1CCOC1 (THF). Starting materials: solution, C(C)(C)[Mg]Cl (isopropylmagnesium chloride), CON(C(=O)C1(CC1)C)C (N-methoxy-N,1-dimethylcyclopropanecarboxamide), ice, ClC1=C(N(CC2=CC=C(C=C2)OC)CC2=CC=C(C=C2)OC)C=C(C=C1)I (2-chloro-5-iodo-N,N-bis(4-methoxybenzyl)aniline). Reaction conditions: temperature -78 celsius, time 30 minute. Procedure: Under argon, 7.587 g (15.37 mmol) of 2-chloro-5-iodo-N,N-bis(4-methoxybenzyl)aniline were dissolved in 100 ml of THF and cooled to −78° C. 7.65 ml (15.27 mmol) of a 2 M solution of isopropylmagnesium chloride in diethyl ether were then slowly added dropwise. The reaction solution was then slowly warmed to −40° C. and stirred at this temperature for 30 min. 2 g (13.97 mmol) of N-methoxy-N,1-dimethylcyclopropanecarboxamide [R. Shintani et al., Chem. Eur. J., 15 (35), 8692-8694 (2009)], dissolved i... Reaction SMILES: [Cl:1][C:2]1[CH:26]=[CH:25][C:24](I)=[CH:23][C:3]=1[N:4]([CH2:14][C:15]1[CH:20]=[CH:19][C:18]([O:21][CH3:22])=[CH:17][CH:16]=1)[CH2:5][C:6]1[CH:11]=[CH:10][C:9]([O:12][CH3:13])=[CH:8][CH:7]=1.C([Mg]Cl)(C)C.CON(C)[C:36]([C:38]1([CH3:41])[CH2:40][CH2:39]1)=[O:37]>C1COCC1.C(OCC)C>[CH3:13][O:12][C:9]1[CH:10]=[CH:11][C:6]([CH2:5][N:4]([CH2:14][C:15]2[CH:20]=[CH:19][C:18]([O:21][CH3:22])=[CH:17][CH:16]=2)[C:3]2[CH:23]=[C:24]([C:36]([C:38]3([CH3:41])[CH2:40][CH2:39]3)=[O:37])[CH:25]=[CH:26][C:2]=2[Cl:1])=[CH:7][CH:8]=1. Yields the product COC1=CC=C(CN(C=2C=C(C=CC2Cl)C(=O)C2(CC2)C)CC2=CC=C(C=C2)OC)C=C1 ({3-[Bis(4-methoxybenzyl)amino]-4-chlorophenyl}(1-methylcyclopropyl)methanone). The reactants are BrC=1C=C(C(=NC1)[N+](=O)[O-])NC(=O)OCC (5-bromo-3-(ethoxycarbonyl)amino-2-nitropyridine), [OH-].[K+] (KOH). Solvent: C(C)O (ethanol), O (water), O (water). Conditions: temperature 90 celsius, time 1 hour. Product: BrC=1C=C(C(=NC1)[N+](=O)[O-])N (5-Bromo-2-nitropyridine-3-ylamine). Yield: 91.7%. As a reaction SMILES: [Br:1][C:2]1[CH:3]=[C:4]([NH:11]C(OCC)=O)[C:5]([N+:8]([O-:10])=[O:9])=[N:6][CH:7]=1.[OH-].[K+]>C(O)C.O>[Br:1][C:2]1[CH:3]=[C:4]([NH2:11])[C:5]([N+:8]([O-:10])=[O:9])=[N:6][CH:7]=1 |f:1.2|. Reported procedure: To a solution of 5-bromo-3-(ethoxycarbonyl)amino-2-nitropyridine (1.57 g, 5.4 mmol) in ethanol (2.5 mL) was added KOH (813 mg, 14.5 mmol) in water (12.5 mL) and stirred at 90° C. for 1 hr then at room temperature for 1 hr. The mixture was added water. The formed precipitate was collected by filtration, washed with water then dried under reduced pressure to give the title compound (1.08 g, 92%): MS m/e 216, 218 (M−1).